This data is from the Open Reaction Database (ORD), a public repository of structured organic reaction records. The task is: describe an organic reaction: reactants, conditions, products, and yield Starting materials: CC(NC(=O)Cc1cc(F)cc(F)c1)C(=O)O, COC(=O)C(N)c1cccs1. Product: COC(=O)C(NC(=O)C(C)NC(=O)Cc1cc(F)cc(F)c1)c1cccs1. Reaction SMILES: [F:1][c:2]1[cH:3][c:4]([CH2:9][C:10](=[O:11])[NH:12][CH:13]([CH3:14])[C:15](=[O:16])[OH:17])[cH:5][c:6]([F:8])[cH:7]1.[NH2:18][CH:19]([C:20](=[O:21])[O:22][CH3:23])[c:24]1[s:25][cH:26][cH:27][cH:28]1>>[F:1][c:2]1[cH:3][c:4]([CH2:9][C:10](=[O:11])[NH:12][CH:13]([CH3:14])[C:15](=[O:17])[NH:18][CH:19]([C:20](=[O:21])[O:22][CH3:23])[c:24]2[s:25][cH:26][cH:27][cH:28]2)[cH:5][c:6]([F:8])[cH:7]1.